Dataset: the Open Reaction Database (ORD), a public repository of structured organic reaction records. Task: describe an organic reaction: reactants, conditions, products, and yield The reactants are ClCCCC(CCCCC)OC(C)=O (1-chloro-4-acetoxynonane), ClCCCC(CCCCC(F)(F)F)O (1-chloro-9,9,9-trifluoro-4-nonanol), 1-chloro-4-acetoxy- 9,9,9-trifluoronane, C(CCCC)Br (amyl bromide), ClCCCC(CCCCC(F)(F)F)=O (1-chloro-9,9,9-trifluoro-4-nonanone). Yields the product ClCCCC(CCCCC(F)(F)F)OC(C)=O (1-Chloro-4-acetoxy-9,9,9-trifluorononane). Reaction SMILES: ClCC[CH2:4][CH:5]([O:11]C(=O)C)CCCCC.C(Br)CCCC.[Cl:21][CH2:22][CH2:23][CH2:24][C:25](=[O:34])[CH2:26][CH2:27][CH2:28][CH2:29][C:30]([F:33])([F:32])[F:31].ClCCCC(O)CCCCC(F)(F)F>>[Cl:21][CH2:22][CH2:23][CH2:24][CH:25]([O:34][C:5](=[O:11])[CH3:4])[CH2:26][CH2:27][CH2:28][CH2:29][C:30]([F:31])([F:32])[F:33]. Reported procedure: By following the procedure described for 1-chloro-4-acetoxynonane (Example A) but substituting 1-bromo-5,5,5-trifluoropentane for amyl bromide, there is obtained in succession: 1-chloro-9,9,9-trifluoro-4-nonanone, 1-chloro-9,9,9-trifluoro-4-nonanol, and 1-chloro-4-acetoxy- 9,9,9-trifluoronane. Starting materials: CO, O=S(=O)(O)O, O=C(O)c1n[nH]c2ncccc12. The product is COC(=O)c1n[nH]c2ncccc12. Reaction SMILES: [CH3:18][OH:19].[S:13](=[O:14])(=[O:15])([OH:16])[OH:17].[nH:1]1[n:2][c:3]([C:10](=[O:11])[OH:12])[c:4]2[c:5]1[n:6][cH:7][cH:8][cH:9]2>>[nH:1]1[n:2][c:3]([C:10](=[O:11])[O:12][CH3:18])[c:4]2[c:5]1[n:6][cH:7][cH:8][cH:9]2. Reactants: S(=O)(Br)Br (thionyl bromide), S(=O)(Br)Br (thionyl bromide), S(=O)(Br)Br (thionyl bromide), C(CCCCCCC)(=O)O (octanoic acid). The solvent is O (water). Reaction conditions: temperature 50 celsius. The product is acyl bromide, C(CCCCCCC)(=O)Br (octanoyl bromide). RXN SMILES: S(Br)([Br:3])=O.[C:5]([OH:14])(=O)[CH2:6][CH2:7][CH2:8][CH2:9][CH2:10][CH2:11][CH3:12]>O>[C:5]([Br:3])(=[O:14])[CH2:6][CH2:7][CH2:8][CH2:9][CH2:10][CH2:11][CH3:12]. Procedure details: In a dry 2-necked, round bottomed flask, equipped with a magnetic stirrer and fixed with a separatory funnel, containing 10.07 ml (130 mmol) of thionyl bromide, and a water condenser, is placed 10.30 ml (65 mmol) of octanoic acid. Addition of the thionyl bromide is completed with heating to about 50° C. over the course of about 50 minutes. When addition of the thionyl bromide is complete the mixture is heated and stirred for an additional hour. The water condenser is then replaced with a distill... Reactants: CSC, [Cl-], O=C1CCC(=O)N1Cl, ClCCl, [Na+], CC(C)=CCCC(C)=CCCC(C)=CCO. Yields the product CC(C)=CCCC(C)=CCCC(C)=CCCl. RXN SMILES: [CH3:9][S:10][CH3:11].[Cl-:28].[Cl:1][N:2]1[C:3](=[O:4])[CH2:5][CH2:6][C:7]1=[O:8].[Cl:30][CH2:31][Cl:32].[Na+:29].[OH:12][CH2:13][CH:14]=[C:15]([CH3:16])[CH2:17][CH2:18][CH:19]=[C:20]([CH3:21])[CH2:22][CH2:23][CH:24]=[C:25]([CH3:26])[CH3:27]>>[Cl:1][CH2:13][CH:14]=[C:15]([CH3:16])[CH2:17][CH2:18][CH:19]=[C:20]([CH3:21])[CH2:22][CH2:23][CH:24]=[C:25]([CH3:26])[CH3:27]. Reactants: [BH4-].[Na+] (Sodium borohydride), BrC=1C=C(N)C=CC1 (3-bromoaniline), C(C)(=O)O (acetic acid), CC(=O)C (acetone), C(C)(=O)[O-].[Na+] (sodium acetate). Solvent: CCCCCC (hexane), CCOCC (ether), O (water), C(C)O (ethanol). Conditions: temperature 0 celsius, time 3 hour. Product: BrC=1C=C(C=CC1)NC(C)C ((3-Bromophenyl)isopropylamine). Reaction SMILES: [BH4-].[Na+].[Br:3][C:4]1[CH:5]=[C:6]([CH:8]=[CH:9][CH:10]=1)[NH2:7].C(O)(=O)C.[CH3:15][C:16]([CH3:18])=O.C([O-])(=O)C.[Na+]>CCCCCC.CCOCC.O.C(O)C>[Br:3][C:4]1[CH:5]=[C:6]([NH:7][CH:16]([CH3:18])[CH3:15])[CH:8]=[CH:9][CH:10]=1 |f:0.1,5.6|. Reported procedure: Sodium borohydride (16.5 g, 435 mmol) was added slowly over 2 hours to a mixture of 3-bromoaniline (10 g, 58.13 mmol), ethanol (58 mL), acetic acid (50 mL, 866.1 mmol), water (140 mL), acetone (35 mL, 482.5 mmol), and sodium acetate (15.8 g, 116.2 mmol). The solution was stirred at 0° C. for 3 hours. The reaction mixture was poured into 1:1 mixture of ether and hexane containing 2N KOH. The layers were separated and the aqueous layer was extracted with ether/hexane (1:1). The combined organic la... Reactants: BrC=1C=C2N(CC(NC2=CC1)=O)C (6-bromo-4-methyl-3,4-dihydro-1H-quinoxalin-2-one), [N+](=O)([O-])C=1C=C(C=CC1)B(O)O (3-nitrophenylboronic acid), powder. The product is [N+](=O)([O-])C=1C=C(C=CC1)C=1C=C2N(CC(NC2=CC1)=O)C (6-(3-Nitro-phenyl)-4-methyl-3,4-dihydro-1H-quinoxalin-2-one). RXN SMILES: Br[C:2]1[CH:3]=[C:4]2[C:9](=[CH:10][CH:11]=1)[NH:8][C:7](=[O:12])[CH2:6][N:5]2[CH3:13].[N+:14]([C:17]1[CH:18]=[C:19](B(O)O)[CH:20]=[CH:21][CH:22]=1)([O-:16])=[O:15]>>[N+:14]([C:17]1[CH:22]=[C:21]([C:2]2[CH:3]=[C:4]3[C:9](=[CH:10][CH:11]=2)[NH:8][C:7](=[O:12])[CH2:6][N:5]3[CH3:13])[CH:20]=[CH:19][CH:18]=1)([O-:16])=[O:15]. Reported procedure: Prepared according to the procedure for Example 5 from 6-bromo-4-methyl-3,4-dihydro-1H-quinoxalin-2-one (4.8 g, 20 mmol), and 3-nitrophenylboronic acid (4.8 g, 30 mmol). A red powder (0.95 g, 16%): mp 237-243° C. 1H-NMR (DMSO-d6) δ2.88 (s, 3H), 6.9 (d, J=7.9 Hz, 1H), 7.01 (d, J=2 Hz, 1H), 7.11 (dd, J=7.9, 2.0 Hz, 1H), 7.7 (t, J=7.9 Hz, 1H), 8.1 (m, 2H), 8.37 (t, J=0.7 Hz), MS (ESI) m/z 283 (M)+